From a dataset of the Open Reaction Database (ORD), a public repository of structured organic reaction records. describe an organic reaction: reactants, conditions, products, and yield Reactants: S(O)(O)(=O)=O (sulfuric acid), N1C(=O)C(=O)C2=CC=CC=C12 (isatin), CC1=CC=C(C=C1)C(=O)C (4-methylacetophenone), [OH-].[Na+] (sodium hydroxide). The solvent is C(C)O (ethanol). Product: CC1=CC=C(C=C1)C1=NC2=CC=CC=C2C(=C1)C(=O)O (2-(4'-methylphenyl)quinoline-4-carboxylic Acid). Reaction SMILES: [OH-].[Na+].[NH:3]1[C:13]2[C:8](=[CH:9][CH:10]=[CH:11][CH:12]=2)[C:6](=O)[C:4]1=[O:5].[CH3:14][C:15]1[CH:20]=[CH:19][C:18]([C:21]([CH3:23])=O)=[CH:17][CH:16]=1.S(=O)(=O)(O)[OH:25]>C(O)C>[CH3:14][C:15]1[CH:20]=[CH:19][C:18]([C:21]2[CH:23]=[C:6]([C:4]([OH:25])=[O:5])[C:8]3[C:13](=[CH:12][CH:11]=[CH:10][CH:9]=3)[N:3]=2)=[CH:17][CH:16]=1 |f:0.1|. Procedure details: Ten milliliters (2.2N) of a sodium hydroxide aqueous solution was added dropwise to an ethanol (20 ml) suspension containing 1.47 g of isatin and 2.67 ml of 4-methylacetophenone at room temperature, and the reaction mixture was then heat-refluxed for 5.5 hours. The resulting reaction mixture was allowed to cool, and then acidified with 2N sulfuric acid to obtain an orange-colored precipitate. This precipitate was collected by filtration, and dried to form 2.34 g of the above-mentioned compound. Starting materials: ClC1=C(C(=NC2=CC(=CC=C12)F)C1=C(C=CC=C1)F)C (4-chloro-7-fluoro-2-(2-fluorophenyl)-3-methylquinoline), BrC=1C=CC(=C(C1)N)N1CCOCC1 (5-bromo-2-morpholinobenzenamine), Cl (hydrochloric acid). Solvent: O1CCOCC1 (1,4-dioxane), CO (MeOH). Yields the product BrC=1C=CC(=C(C1)NC1=C(C(=NC2=CC(=CC=C12)F)C1=C(C=CC=C1)F)C)N1CCOCC1 (N-(5-Bromo-2-morpholinophenyl)-7-fluoro-2-(2-fluorophenyl)-3-methylquinolin-4-amine). RXN SMILES: Cl[C:2]1[C:11]2[C:6](=[CH:7][C:8]([F:12])=[CH:9][CH:10]=2)[N:5]=[C:4]([C:13]2[CH:18]=[CH:17][CH:16]=[CH:15][C:14]=2[F:19])[C:3]=1[CH3:20].[Br:21][C:22]1[CH:23]=[CH:24][C:25]([N:29]2[CH2:34][CH2:33][O:32][CH2:31][CH2:30]2)=[C:26]([NH2:28])[CH:27]=1.Cl>O1CCOCC1.CO>[Br:21][C:22]1[CH:23]=[CH:24][C:25]([N:29]2[CH2:30][CH2:31][O:32][CH2:33][CH2:34]2)=[C:26]([NH:28][C:2]2[C:11]3[C:6](=[CH:7][C:8]([F:12])=[CH:9][CH:10]=3)[N:5]=[C:4]([C:13]3[CH:18]=[CH:17][CH:16]=[CH:15][C:14]=3[F:19])[C:3]=2[CH3:20])[CH:27]=1. Reported procedure: Prepared according to Procedure K, Method 1 using 4-chloro-7-fluoro-2-(2-fluorophenyl)-3-methylquinoline (118 mg, 407 μmol), 5-bromo-2-morpholinobenzenamine (105 mg, 407 μmol) and 4.0N hydrochloric acid (0.10 mL, 407 μmol) in 1,4-dioxane in MeOH (1.00 mL) to afford a yellow solid after purification by chromatography on silica gel, eluting with EtOAc-DCM-hexane solvent mixture. Mass Spectrum (ESI) m/e=510.0 & 512.0 (M+1). Conditions: time 90 minute. RXN SMILES: [CH3:1][O:2][C:3]([C:5]1[O:23][C:8]([CH2:9][C:10]2[CH2:11][S:12][C@@H:13]3[CH:20](N)[C:19](=[O:22])[N:14]3[C:15]=2[C:16]([OH:18])=[O:17])=[CH:7][CH:6]=1)=[O:4].C([N:28](CCCC)CCCC)CCC.[Cl:37][CH2:38][CH2:39][N:40]=[C:41]=[O:42]>CN(C)C=O>[Cl:37][CH2:38][CH2:39][NH:40][C:41]([C@@H:20]1[C:19](=[O:22])[N:14]2[C:15]([C:16]([OH:18])=[O:17])=[C:10]([CH2:9][C:8]3[O:23][C:5]([C:3]([O:2][CH3:1])=[O:4])=[CH:6][CH:7]=3)[CH:11]([NH2:28])[S:12][C@H:13]12)=[O:42]. Reported procedure: A 10% suspension of 0.100 g of 3-(5-methoxycarbonyl-furfuryl)-7-amino-ceph-3-em-4-carboxylic acid and 0.0644 g of tri-n-butylamine in absolute dimethylformamide is treated with a 5% solution of 0.0633 g of 2-chloroethylisocyanate. The reaction mixture is vibrated in an ultrasonics bath for 90 minutes at room temperature. The yellowish brown reaction solution is evaporated to dryness under a high vacuum and the residue is partitioned several times between 25 ml of a 0.5 molar aqueous dipotassium ... The product is ClCCNC(=O)[C@H]1[C@@H]2N(C(=C(C(S2)N)CC2=CC=C(O2)C(=O)OC)C(=O)O)C1=O (7β-(2-chloroethylamino-carbonyl)-amino-3-(5-methoxycarbonyl-furfuryl)-ceph-3-em-4-carboxylic acid). Run in CN(C=O)C (dimethylformamide). The reactants are suspension, COC(=O)C1=CC=C(CC=2CS[C@H]3N(C2C(=O)O)C(C3N)=O)O1 (3-(5-methoxycarbonyl-furfuryl)-7-amino-ceph-3-em-4-carboxylic acid), C(CCC)N(CCCC)CCCC (tri-n-butylamine), solution, ClCCN=C=O (2-chloroethylisocyanate). Reactants: CON=C(C(=O)NC1[C@@H]2N(C(=C(CS2)COC(=O)N2CCN(CC2)C)C(=O)O)C1=O)C=1N=C(SC1)NC=O (7-[2-methoxyimino-2-(2-formamidothiazol-4-yl)acetamido]-3-(4-methyl-1-piperazinyl)carbonyloxymethyl-3-cephem-4-carboxylic acid), FC(C(=O)[O-])(F)F (trifluoroacetate), Cl (hydrochloric acid). Run in CO (methanol). Conditions: time 2 hour. Product: Cl.Cl.CON=C(C(=O)NC1[C@@H]2N(C(=C(CS2)COC(=O)N2CCN(CC2)C)C(=O)O)C1=O)C=1N=C(SC1)N (7-[2-methoxyimino-2-(2-aminothiazol-4-yl)acetamido]-3-(4-methyl-1-piperazinyl)carbonyloxymethyl-3-cephem-4-carboxylic acid.dihydrochloride). As a reaction SMILES: [CH3:1][O:2][N:3]=[C:4]([C:31]1[N:32]=[C:33]([NH:36]C=O)[S:34][CH:35]=1)[C:5]([NH:7][CH:8]1[C:29](=[O:30])[N:10]2[C:11]([C:26]([OH:28])=[O:27])=[C:12]([CH2:15][O:16][C:17]([N:19]3[CH2:24][CH2:23][N:22]([CH3:25])[CH2:21][CH2:20]3)=[O:18])[CH2:13][S:14][C@H:9]12)=[O:6].FC(F)(F)C([O-])=O.[ClH:46]>CO>[ClH:46].[ClH:46].[CH3:1][O:2][N:3]=[C:4]([C:31]1[N:32]=[C:33]([NH2:36])[S:34][CH:35]=1)[C:5]([NH:7][CH:8]1[C:29](=[O:30])[N:10]2[C:11]([C:26]([OH:28])=[O:27])=[C:12]([CH2:15][O:16][C:17]([N:19]3[CH2:20][CH2:21][N:22]([CH3:25])[CH2:23][CH2:24]3)=[O:18])[CH2:13][S:14][C@H:9]12)=[O:6] |f:4.5.6|. Procedure details: To a solution of 7-[2-methoxyimino-2-(2-formamidothiazol-4-yl)acetamido]-3-(4-methyl-1-piperazinyl)carbonyloxymethyl-3-cephem-4-carboxylic acid.trifluoroacetate (syn isomer) (1.0 g) in methanol (20 ml) was added conc.hydrochloric acid (0.62 ml) followed by stirring for 2 hours at ambient temperature. The reaction mixture was evaporated and the residue was pulverized in ethyl acetate, collected by filtration, washed with ethyl acetate and diethyl ether and then dried to give 7-[2-methoxyimino-2-(... Reactants: C1=CC=CC=2CC=CN3C(C21)=CC=2C=CC(=CC23)C(=O)O (5H-indolo[2,1-a][2]benzazepine-10-carboxylic acid), C(=O)(C(F)(F)F)O (TFA), ( H ), C(=O)(C(F)(F)F)O (TFA), ( H ), C1=CN(C=N1)C(=O)N2C=CN=C2 (CDI), CNC(=O)N (N-methyl urea), Solvent B. Yields the product C1=CC=CC=2CC(=CN3C(C21)=CC=2C=CC(=CC23)C(=O)N)C(=O)N (5H-indolo[2,1-a][2]benzazepine-6,10-dicarboxamide). As a reaction SMILES: [CH:1]1[C:11]2[C:10]3=[CH:12][C:13]4[CH:14]=[CH:15][C:16]([C:19](O)=[O:20])=[CH:17][C:18]=4[N:9]3[CH:8]=[CH:7][CH2:6][C:5]=2[CH:4]=[CH:3][CH:2]=1.C1N=C[N:24]([C:27](N2C=NC=C2)=[O:28])C=1.C[NH:35]C(N)=O.C(O)(C(F)(F)F)=O>>[CH:1]1[C:11]2[C:10]3=[CH:12][C:13]4[CH:14]=[CH:15][C:16]([C:19]([NH2:35])=[O:20])=[CH:17][C:18]=4[N:9]3[CH:8]=[C:7]([C:27]([NH2:24])=[O:28])[CH2:6][C:5]=2[CH:4]=[CH:3][CH:2]=1. Procedure details: (5H-indolo[2,1-a][2]benzazepine-6,10-dicarboxamide, 13-cyclohexyl-N˜10˜-[(dimethylamino)sulfonyl]-6,7-dihydro-3-methoxy-N˜6˜-methyl-N˜6˜-[(tetrahydro-2-furanyl)methyl]-) was prepared from (5H-indolo[2,1-a][2]benzazepine-10-carboxylic acid, 13-cyclohexyl-6,7-dihydro-3-methoxy-6-[[methyl[(tetrahydro-2-furanyl)methyl]amino]carbonyl]-) using CDI as a coupling reagent in a similar manner as described before; Analytical HPLC method: Solvent A=10% MeO{tilde over (H)}90% H2Õ0.1% TFA, Solvent B=90% MeO{t... Starting materials: [H-].[Na+] (NaH), CI (MeI), [N+](=O)([O-])C1=CC=C(C=C1)C1=NN=NN1 (5-(4-nitrophenyl)-1H-tetrazole). Run in CN(C)C=O (DMF), CN(C)C=O (DMF). Run at temperature 5 celsius, time 30 minute. Product: CN1N=C(N=N1)C1=CC=C(C=C1)[N+](=O)[O-] (2-methyl-5-(4-nitro-phenyl)-2H-tetrazole), CN1N=NN=C1C1=CC=C(C=C1)[N+](=O)[O-] (1-methyl-5-(4-nitro-phenyl)-1H-tetrazole). Isolated yield 7.0%. RXN SMILES: [H-].[Na+].[CH3:3]I.[N+:5]([C:8]1[CH:13]=[CH:12][C:11]([C:14]2[NH:18][N:17]=[N:16][N:15]=2)=[CH:10][CH:9]=1)([O-:7])=[O:6]>CN(C=O)C>[CH3:3][N:16]1[N:17]=[N:18][C:14]([C:11]2[CH:10]=[CH:9][C:8]([N+:5]([O-:7])=[O:6])=[CH:13][CH:12]=2)=[N:15]1.[CH3:3][N:15]1[C:14]([C:11]2[CH:10]=[CH:9][C:8]([N+:5]([O-:7])=[O:6])=[CH:13][CH:12]=2)=[N:18][N:17]=[N:16]1 |f:0.1|. Procedure details: To a stirred solution of 60% NaH (0.116 g, 2.89 mmol) and MeI (0.196 mL, 3.15 mmol) in DMF (2 mL) (cooled to 0° C., under N2) is added dropwise, a solution of 5-(4-nitrophenyl)-1H-tetrazole (0.502, 2.63 mmol) in DMF (7 mL). The reaction mixture is stirred under N2 for 1 hour and 30 min at 5° C. and then quenched with water and extracted with EtOAc. The organic layers are combined and washed with sat. NaCl, dried over MgSO4, filtered and evaporated to give a residue purified by silica gel column ...